Dataset: the Open Reaction Database (ORD), a public repository of structured organic reaction records. Task: describe an organic reaction: reactants, conditions, products, and yield The reactants are ClC=1C=C(C=CC1O)CC(=O)OC (methyl 3-chloro-4-hydroxyphenylacetate), BrCCCCBr (1,4-dibromobutane), [OH-].[Na+] (NaOH). Run in CCOC(=O)C (EtOAc), Cl (HCl), CO (methanol). Run at time 1 hour. Yields the product ClC=1C=C(C=CC1OCCCCBr)CC(=O)OC (Methyl 3-chloro-4-(4-bromobutyloxy)-phenylacetate). Reaction SMILES: [Cl:1][C:2]1[CH:3]=[C:4]([CH2:9][C:10]([O:12][CH3:13])=[O:11])[CH:5]=[CH:6][C:7]=1[OH:8].[Br:14][CH2:15][CH2:16][CH2:17][CH2:18]Br.[OH-].[Na+]>CO.CCOC(C)=O.Cl>[Cl:1][C:2]1[CH:3]=[C:4]([CH2:9][C:10]([O:12][CH3:13])=[O:11])[CH:5]=[CH:6][C:7]=1[O:8][CH2:18][CH2:17][CH2:16][CH2:15][Br:14] |f:2.3|. Procedure details: To a solution of methyl 3-chloro-4-hydroxyphenylacetate and 1,4-dibromobutane (0.021 g, 0.044 mmol) in 0.5 mL of methanol was added 5N NaOH soln (0.04 mL, 5 eq) at rt. The reaction mixture was heated initially with a heat gun to reflux in order to dissolve the starting material. After heating, the reaction mixture stirred at ambient temperature for 1 h. The reaction mixture was diluted with EtOAc and 0.1N HCl (5 mL). The organic layer was separated from the aqueous portion, and washed with 0.1N ... Starting materials: CCC12CC(=O)C(O)(c3cccnc3)CC1CCc1cc(O)ccc12, [Li]C, [I-], [Li+], C1CCOC1. RXN SMILES: [CH2:1]([CH3:2])[C:3]12[CH2:4][C:5](=[O:25])[C:6]([c:18]3[cH:19][n:20][cH:21][cH:22][cH:23]3)([OH:24])[CH2:7][CH:8]1[CH2:9][CH2:10][c:11]1[cH:12][c:13]([OH:17])[cH:14][cH:15][c:16]12.[CH3:28][Li:29].[I-:26].[Li+:27].[O:30]1[CH2:31][CH2:32][CH2:33][CH2:34]1>>[CH2:1]([CH3:2])[C:3]12[CH2:4][C:5]([OH:25])([CH3:28])[C:6]([c:18]3[cH:19][n:20][cH:21][cH:22][cH:23]3)([OH:24])[CH2:7][CH:8]1[CH2:9][CH2:10][c:11]1[cH:12][c:13]([OH:17])[cH:14][cH:15][c:16]12. The product is CCC12CC(C)(O)C(O)(c3cccnc3)CC1CCc1cc(O)ccc12. Starting materials: CCO, CN(C(=O)C(F)Cl)c1ccc(Cl)cc1C(=O)c1ccccc1, [N-]=[N+]=[N-], CN(C(=O)C(F)N=[N+]=[N-])c1ccc(Cl)cc1C(=O)c1ccccc1, NN, [Na+], O. Yields the product CN1C(=O)C(F)N=C(c2ccccc2)c2cc(Cl)ccc21. As a reaction SMILES: [CH3:54][CH2:55][OH:56].[Cl:28][CH:29]([F:30])[C:31]([N:32]([c:33]1[cH:34][cH:35][c:36]([Cl:37])[cH:38][c:39]1[C:40]([c:41]1[cH:42][cH:43][cH:44][cH:45][cH:46]1)=[O:47])[CH3:48])=[O:49].[N-:50]=[N+:51]=[N-:52].[N:4](=[N+:6]=[N-:15])[CH:7]([C:8](=[O:9])[N:10]([CH3:11])[c:12]1[c:13]([C:14](=[O:5])[c:16]2[cH:17][cH:18][cH:19][cH:20][cH:21]2)[cH:22][c:23]([Cl:26])[cH:24][cH:25]1)[F:27].[NH2:2][NH2:3].[Na+:53].[OH2:1]>>[N:4]1=[C:14]([c:16]2[cH:17][cH:18][cH:19][cH:20][cH:21]2)[c:13]2[c:12]([cH:25][cH:24][c:23]([Cl:26])[cH:22]2)[N:10]([CH3:11])[C:8](=[O:9])[CH:7]1[F:27]. The reactants are COC1=C(C=CC=C1)NC=CC(=O)OCC (Ethyl 3-(2-methoxyphenylamino)acrylate), C1(CCCCC1)C(=O)Cl (cyclohexylcarbonyl chloride), [H-].[Na+] (Sodium hydride). Solvent: O1CCCC1 (tetrahydrofuran), O1CCCC1 (tetrahydrofuran), O1CCCC1 (tetrahydrofuran), petroleum ether. The product is C1(CCCCC1)C(=O)C(C(=O)OCC)=CNC1=C(C=CC=C1)OC (ethyl 2-cyclohexylcarbonyl-3-(2-methoxyphenylamino)acrylate). Isolated yield 70.3%. RXN SMILES: [H-].[Na+].[CH3:3][O:4][C:5]1[CH:10]=[CH:9][CH:8]=[CH:7][C:6]=1[NH:11][CH:12]=[CH:13][C:14]([O:16][CH2:17][CH3:18])=[O:15].[CH:19]1([C:25](Cl)=[O:26])[CH2:24][CH2:23][CH2:22][CH2:21][CH2:20]1>O1CCCC1>[CH:19]1([C:25]([C:13](=[CH:12][NH:11][C:6]2[CH:7]=[CH:8][CH:9]=[CH:10][C:5]=2[O:4][CH3:3])[C:14]([O:16][CH2:17][CH3:18])=[O:15])=[O:26])[CH2:24][CH2:23][CH2:22][CH2:21][CH2:20]1 |f:0.1|. Reported procedure: 50% Sodium hydride (4.8 g, 0.1 mol) was washed with petroleum ether then stirred in dry tetrahydrofuran (50 ml) under nitrogen at -20° C. Ethyl 3-(2-methoxyphenylamino)acrylate (17.4 g, 0.1 mol) in dry tetrahydrofuran 100 ml) was added dropwise, keeping the temperature to -20° C. Cooling was removed and the mixture was stirred until a dark red colour was achieved. The mixture was recooled to -20° C. and cyclohexylcarbonyl chloride (14.0 ml, 0.1 mol) in dry tetrahydrofuran (50 ml) was added dropw...